Dataset: the Open Reaction Database (ORD), a public repository of structured organic reaction records. Task: describe an organic reaction: reactants, conditions, products, and yield The yield is 26.1%. Solvent: CO (MeOH), O (water), O (water). Reactants: COC(COC1=C(C=C(C=C1)[N+](=O)[O-])I)=O ((2-iodo-4-nitro-phenoxy)-acetic acid methyl ester), [NH4+].[Cl-] (NH4Cl). The reagents and catalysts are [Fe] (Fe). Reaction conditions: temperature 90 celsius. Procedure details: NH4Cl (4.49 g, 84.00 mmol) in water (105 ml) was added to a suspension of Fe (powder, 2.85 g, 51.00 mmol) in water (18 ml), the treated with (2-iodo-4-nitro-phenoxy)-acetic acid methyl ester (5.06 g, 15.00 mmol) in MeOH (105 ml). The reaction was heated at 90° C. for 28 h, filtered and extracted with brine/EtOAc (3×). The organic phase was washed with brine, dried over Na2SO4 and evaporated to give 1.2 g of (4-amino-2-iodo-phenoxy)-acetic acid methyl ester, MS: 308.1 (MH)+. As a reaction SMILES: [NH4+].[Cl-].[CH3:3][O:4][C:5](=[O:18])[CH2:6][O:7][C:8]1[CH:13]=[CH:12][C:11]([N+:14]([O-])=O)=[CH:10][C:9]=1[I:17]>O.CO.[Fe]>[CH3:3][O:4][C:5](=[O:18])[CH2:6][O:7][C:8]1[CH:13]=[CH:12][C:11]([NH2:14])=[CH:10][C:9]=1[I:17] |f:0.1|. The product is COC(COC1=C(C=C(C=C1)N)I)=O ((4-amino-2-iodo-phenoxy)-acetic acid methyl ester). Starting materials: C1COCCN1, COC(=O)c1ccc2c(c1)CN(Cc1ccc(OC)cc1OC)C2, COc1ccc(CN2Cc3ccc(C(=O)O)cc3C2)c(OC)c1, CCN=C=NCCCN(C)C, [Li+], [Li], CN(C)C=O, [OH-], O, On1nnc2ccccc21. Product: COc1ccc(CN2Cc3ccc(C(=O)N4CCOCC4)cc3C2)c(OC)c1. As a reaction SMILES: [CH2:52]1[CH2:53][O:54][CH2:55][CH2:56][NH:57]1.[CH3:1][O:2][C:3](=[O:4])[c:5]1[cH:6][c:7]2[c:11]([cH:12][cH:13]1)[CH2:10][N:9]([CH2:14][c:15]1[c:16]([O:23][CH3:24])[cH:17][c:18]([O:21][CH3:22])[cH:19][cH:20]1)[CH2:8]2.[CH3:29][O:30][c:31]1[cH:32][c:33]([O:34][CH3:35])[cH:36][cH:37][c:38]1[CH2:39][N:40]1[CH2:41][c:42]2[c:43]([cH:44][cH:45][c:46]([C:47]([OH:48])=[O:49])[cH:50]2)[CH2:51]1.[CH3:58][CH2:59][N:60]=[C:61]=[N:62][CH2:63][CH2:64][CH2:65][N:66]([CH3:67])[CH3:68].[Li+:27].[Li:28].[O:79]=[CH:80][N:81]([CH3:82])[CH3:83].[OH-:26].[OH2:25].[OH:69][n:70]1[c:71]2[c:72]([cH:73][cH:74][cH:75][cH:76]2)[n:77][n:78]1>>[C:3](=[O:4])([c:5]1[cH:6][c:7]2[c:11]([cH:12][cH:13]1)[CH2:10][N:9]([CH2:14][c:15]1[c:16]([O:23][CH3:24])[cH:17][c:18]([O:21][CH3:22])[cH:19][cH:20]1)[CH2:8]2)[N:57]1[CH2:52][CH2:53][O:54][CH2:55][CH2:56]1. The reactants are [H-].[Na+] (NaH), oil, BrCCOCCBr (1-bromo-2-(2-bromoethoxy)ethane), C1(=CC=CC=C1)CC(=O)OC (methyl phenylacetate). Run in CN1CCCC1=O (NMP), CN1CCCC1=O (NMP). Conditions: temperature 0 celsius, time 2 hour. The product is C1(=CC=CC=C1)C1(CCOCC1)C(=O)OC (Methyl 4-phenyl-tetrahydro-2H-pyran-4-carboxylate). RXN SMILES: [H-].[Na+].Br[CH2:4][CH2:5][O:6][CH2:7][CH2:8]Br.[C:10]1([CH2:16][C:17]([O:19][CH3:20])=[O:18])[CH:15]=[CH:14][CH:13]=[CH:12][CH:11]=1>CN1C(=O)CCC1>[C:10]1([C:16]2([C:17]([O:19][CH3:20])=[O:18])[CH2:8][CH2:7][O:6][CH2:5][CH2:4]2)[CH:15]=[CH:14][CH:13]=[CH:12][CH:11]=1 |f:0.1|. Procedure: To NaH (60% dispersion in mineral oil (14.2 g, 355 mmol)) was added NMP (142 mL), and the mixture was cooled to 0° C. A solution of 1-bromo-2-(2-bromoethoxy)ethane (17.8 mL, 142 mmol) and methyl phenylacetate (20.00 mL, 142 mmol) in NMP was added dropwise, and the resulting reaction mixture was stirred at 0° C. for 2 hours. The reaction was quenched with water, acidified to pH=2 with concentrated HCl, extracted with 200 mL of diethyl ether, washed 2 times with 100 mL of water, separated, dried o... Reactants: [N+](=O)([O-])C=C1NCCN1CC=1C=CC(=NC1)Cl (2-nitromethylene-3-(2-chloro-5-pyridylmethyl) imidazolidine), COC(C#C)=O (propiolic acid methyl ester). Run in CO (methanol). Yields the product ClC1=NC=C(C=C1)CN1CCN2C1=C(C=CC2=O)[N+](=O)[O-] (1,2,3,5-tetrahydro-1-(2-chloro-5-pyridylmethyl)-8-nitroimidazo[1,2-a]pyridin-5-one). The yield is 52.3%. RXN SMILES: [N+:1]([CH:4]=[C:5]1[N:9]([CH2:10][C:11]2[CH:12]=[CH:13][C:14]([Cl:17])=[N:15][CH:16]=2)[CH2:8][CH2:7][NH:6]1)([O-:3])=[O:2].C[O:19][C:20](=O)[C:21]#[CH:22]>CO>[Cl:17][C:14]1[CH:13]=[CH:12][C:11]([CH2:10][N:9]2[C:5]3=[C:4]([N+:1]([O-:3])=[O:2])[CH:22]=[CH:21][C:20](=[O:19])[N:6]3[CH2:7][CH2:8]2)=[CH:16][N:15]=1. Procedure: A mixed solution of 2-nitromethylene-3-(2-chloro-5-pyridylmethyl) imidazolidine (12.7 g), propiolic acid methyl ester (4.2 g) and methanol (100 ml) was refluxed under heating for about 20 hours. Subsequently methanol was distilled off under reduced pressure, and the residue was refined by a silica-gel column chromatography to give the desired 1,2,3,5-tetrahydro-1-(2-chloro-5-pyridylmethyl)-8-nitroimidazo[1,2-a]pyridin-5-one (8 g). Reactants: N([C@@H](CC1=CC=CC=C1)C(=O)O)C(=O)C (N-Ac-L-Phe), C(C)O (ethanol). The reagents and catalysts are Cl (HCl). Product: N([C@@H](CC1=CC=CC=C1)C(=O)OCC)C(=O)C (N-Ac-Phe-OEt). RXN SMILES: [NH:1]([C:13]([CH3:15])=[O:14])[C@H:2]([C:10]([OH:12])=[O:11])[CH2:3][C:4]1[CH:9]=[CH:8][CH:7]=[CH:6][CH:5]=1.[CH2:16](O)[CH3:17]>Cl>[NH:1]([C:13]([CH3:15])=[O:14])[C@H:2]([C:10]([O:12][CH2:16][CH3:17])=[O:11])[CH2:3][C:4]1[CH:9]=[CH:8][CH:7]=[CH:6][CH:5]=1. Reported procedure: To a solution of N-Ac-L-Phe (5.0 g, 24.1 mmol) in 120 ml of ethanol was added a few drops of concentrated HCl. The reaction mixture was refluxed overnight, then concentrated under reduced pressure. The residual solid was dissolved in ethyl acetate, washed twice with dilute NaHCO3, then once with water. The organic phase was dried over MgSO4, concentrated under reduced pressure, and dried under vacuum, to give N-Ac-Phe-OEt as a white solid. Starting materials: CO, ClCCl, O=C1NCCC1=Cc1ccc(F)cc1, [Ir]. Yields the product O=C1NCCC1Cc1ccc(F)cc1. Reaction SMILES: [CH3:15][OH:16].[Cl:18][CH2:19][Cl:20].[F:1][c:2]1[cH:3][cH:4][c:5]([CH:6]=[C:7]2[C:8](=[O:12])[NH:9][CH2:10][CH2:11]2)[cH:13][cH:14]1.[Ir:17]>>[F:1][c:2]1[cH:3][cH:4][c:5]([CH2:6][CH:7]2[C:8](=[O:12])[NH:9][CH2:10][CH2:11]2)[cH:13][cH:14]1. Reactants: ClCC1=NC=CN=C1 (2-Chloromethylpyrazine), [Na] (sodium), C(CO)O (ethylene glycol). The product is OCCOCC1=NC=CN=C1 (2-(2-hydroxyethoxymethyl)pyrazine). Reaction SMILES: Cl[CH2:2][C:3]1[CH:8]=[N:7][CH:6]=[CH:5][N:4]=1.[Na].[CH2:10]([OH:13])[CH2:11][OH:12]>>[OH:12][CH2:11][CH2:10][O:13][CH2:2][C:3]1[CH:8]=[N:7][CH:6]=[CH:5][N:4]=1 |^1:8|. Reported procedure: 2-Chloromethylpyrazine is reacted with the sodium salt of ethylene glycol to give 2-(2-hydroxyethoxymethyl)pyrazine which is treated with thionyl chloride to give 2-(2-chloroethoxymethyl)pyrazine. Using this intermediate in place of 4-(3-chloropropoxy(methylimidazole in the procedure of Example 22 gives the title compound. Reactants: C(C)OC(=O)C=1C(=NOC1)C1=CC=C(C=C1)Cl (3-(4-chloro-phenyl)-isoxazole-4-carboxylic acid ethyl ester), C(C)OC(=O)C=1C(=NOC1)C1=CC=C(C=C1)F (3-(4-fluoro-phenyl)-isoxazole-4-carboxylic acid ethyl ester). Product: ClC1=CC=C(C=C1)C1=NOC=C1C(=O)O (3-(4-Chloro-phenyl)-isoxazole-4-carboxylic acid). The yield is 100.1%. As a reaction SMILES: C([O:3][C:4]([C:6]1[C:7]([C:11]2[CH:16]=[CH:15][C:14]([Cl:17])=[CH:13][CH:12]=2)=[N:8][O:9][CH:10]=1)=[O:5])C.C(OC(C1C(C2C=CC(F)=CC=2)=NOC=1)=O)C>>[Cl:17][C:14]1[CH:13]=[CH:12][C:11]([C:7]2[C:6]([C:4]([OH:5])=[O:3])=[CH:10][O:9][N:8]=2)=[CH:16][CH:15]=1. Reported procedure: As described for example 323d, 3-(4-chloro-phenyl)-isoxazole-4-carboxylic acid ethyl ester (57.0 g, 226.5 mmol) was converted, instead of 3-(4-fluoro-phenyl)-isoxazole-4-carboxylic acid ethyl ester, to the title compound (50.7 g, 92%) which was obtained as a light yellow solid. MS: m/e=222.3 [M−H]−. Starting materials: C1=C(C=CC2=CC=CC=C12)CC(=O)OCC (ethyl 2-naphthylacetate), C[Si](C)(C)[N-][Si](C)(C)C.[Li+] (lithium bis(trimethylsilyl)amide), CI (methyl iodide). Yields the product C1=C(C=CC2=CC=CC=C12)C(C(=O)OCC)C (Ethyl 2-(2-naphthyl)propanoate). The yield is 108.7%. RXN SMILES: [CH:1]1[C:10]2[C:5](=[CH:6][CH:7]=[CH:8][CH:9]=2)[CH:4]=[CH:3][C:2]=1[CH2:11][C:12]([O:14][CH2:15][CH3:16])=[O:13].[CH3:17][Si]([N-][Si](C)(C)C)(C)C.[Li+].CI>>[CH:1]1[C:10]2[C:5](=[CH:6][CH:7]=[CH:8][CH:9]=2)[CH:4]=[CH:3][C:2]=1[CH:11]([CH3:17])[C:12]([O:14][CH2:15][CH3:16])=[O:13] |f:1.2|. Reported procedure: 5 g (23 mmol) of ethyl 2-naphthylacetate, 23.3 inL (1.0 M, 23 mmol) of lithium bis(trimethylsilyl)amide, and 1.5 mL (24 mmol) of methyl iodide were reacted as described in Preparation 11 to yield 5.71 g of a dark oil. Chromatography eluting with a solvent gradient of hexane to hexane/ethyl acetate 19:1 gave the title compound 2.85 g (54%). Starting materials: FC(CN=C=S)(F)F (2,2,2-trifluoroethylisothiocyanate), NC1=NN(C=C1)CCO (3-amino-1-(2-hydroxyethyl)pyrazole). Run in C(C)#N (acetonitrile). Run at time 4 hour. The product is OCCN1N=C(C=C1)NC(=S)NCC(F)(F)F (1-(2-hydroxyethyl)-3-[3-(2,2,2-trifluoroethyl)thioureido]pyrazole). Yield: 46.1%. Reaction SMILES: [F:1][C:2]([F:8])([F:7])[CH2:3][N:4]=[C:5]=[S:6].[NH2:9][C:10]1[CH:14]=[CH:13][N:12]([CH2:15][CH2:16][OH:17])[N:11]=1>C(#N)C>[OH:17][CH2:16][CH2:15][N:12]1[CH:13]=[CH:14][C:10]([NH:9][C:5]([NH:4][CH2:3][C:2]([F:8])([F:7])[F:1])=[S:6])=[N:11]1. Procedure details: A mixture of 2,2,2-trifluoroethylisothiocyanate (13.8 g.) and 3-amino-1-(2-hydroxyethyl)pyrazole (12.5 g.) in acetonitrile dried over 4A molecular sieve (30 ml.) was stirred at room temperature for 4 hours. A precipitate formed after 30 minutes. Filtration gave 1-(2-hydroxyethyl)-3-[3-(2,2,2-trifluoroethyl)thioureido]pyrazole (12.1 g.; 46%), m.p. 145°-146°.